This data is from the Open Reaction Database (ORD), a public repository of structured organic reaction records. The task is: describe an organic reaction: reactants, conditions, products, and yield Starting materials: ClCCl, CCN(C(C)C)C(C)C, COC(=O)Cl, NCc1ccccc1N. Product: COC(=O)NCc1ccccc1N. RXN SMILES: [CH2:15]([Cl:16])[Cl:17].[CH:18]([N:19]([CH:20]([CH3:21])[CH3:22])[CH2:23][CH3:24])([CH3:25])[CH3:26].[Cl:10][C:11](=[O:12])[O:13][CH3:14].[NH2:1][CH2:2][c:3]1[c:4]([NH2:5])[cH:6][cH:7][cH:8][cH:9]1>>[NH:1]([CH2:2][c:3]1[c:4]([NH2:5])[cH:6][cH:7][cH:8][cH:9]1)[C:11](=[O:12])[O:13][CH3:14]. Reactants: NC1=NSC2=C1C=CC=C2 (3-aminobenzisothiazole), CC(=O)OC(=O)C (acetanhydride), C(C)(=O)[O-].[Na+] (sodium acetate). Run at time 48 hour. Product: C(C)(=O)N(C1=NSC2=C1C=CC=C2)C(C)=O (3-DIACETYLAMINOBENZISOTHIAZOLE). RXN SMILES: [NH2:1][C:2]1[C:6]2[CH:7]=[CH:8][CH:9]=[CH:10][C:5]=2[S:4][N:3]=1.[CH3:11][C:12](OC(C)=O)=[O:13].[C:18]([O-])(=[O:20])[CH3:19].[Na+]>>[C:12]([N:1]([C:18](=[O:20])[CH3:19])[C:2]1[C:6]2[CH:7]=[CH:8][CH:9]=[CH:10][C:5]=2[S:4][N:3]=1)(=[O:13])[CH3:11] |f:2.3|. Reported procedure: A mixture consisting of 11.7 g of 3-aminobenzisothiazole, 126 ml of acetanhydride and 0.2 g of sodium acetate is stirred for 48 hours at 100°-110? C. After concentration by evaporation and then chromatography (silica gel; eluant: hexane/diethyl ether 2:1), the product is recrystallised from hexane/diethyl ether to thus obtain the compound No. 1 of the formula ##STR10## having a melting point of 65°-67° C. The product is BrC1=CC=C(C(=N1)C(=O)OC)OCC1=CC=C(C=C1)OC (methyl 6-bromo-3-(4-methoxybenzyloxy)picolinate). The reactants are COC1=CC=C(CBr)C=C1 (4-Methoxybenzyl bromide), BrC1=CC=C(C(=N1)C(=O)OC)O (methyl 6-bromo-3-hydroxypicolinate), C(=O)([O-])[O-].[K+].[K+] (K2CO3). Procedure details: 4-Methoxybenzyl bromide (0.095 g, 0.47 mmol) was added dropwise to a suspension of methyl 6-bromo-3-hydroxypicolinate (26B) (0.100 g, 0.43 mmol) and K2CO3 (0.089 g, 0.65 mmol) in anhydrous acetone (2.5 mL). The reaction mixture was heated at reflux for 3.5 hours, cooled to rt, and concentrated under reduced pressure. Water was added and the mixture extracted with DCM. The organic phases were washed with 1 M NaOH, brine, dried over MgSO4, filtered, and concentrated under reduced pressure. The con... Reaction SMILES: [CH3:1][O:2][C:3]1[CH:10]=[CH:9][C:6]([CH2:7]Br)=[CH:5][CH:4]=1.[Br:11][C:12]1[N:17]=[C:16]([C:18]([O:20][CH3:21])=[O:19])[C:15]([OH:22])=[CH:14][CH:13]=1.C([O-])([O-])=O.[K+].[K+]>CC(C)=O>[Br:11][C:12]1[N:17]=[C:16]([C:18]([O:20][CH3:21])=[O:19])[C:15]([O:22][CH2:7][C:6]2[CH:9]=[CH:10][C:3]([O:2][CH3:1])=[CH:4][CH:5]=2)=[CH:14][CH:13]=1 |f:2.3.4|. Run in CC(=O)C (acetone).